From a dataset of the Open Reaction Database (ORD), a public repository of structured organic reaction records. describe an organic reaction: reactants, conditions, products, and yield Starting materials: N,N-dicyclohexylcarbodiimide, C(C)(C)(C)OC(=O)N1C[C@@H](CCC1)C(=O)O ((R)-1-(tert-butoxycarbonyl)piperidine-3-carboxylic acid), CNN (N-methyl hydrazine). Solvent: C(Cl)Cl (CH2Cl2). Reaction conditions: time 1 hour. Yields the product CNNC(=O)[C@H]1CN(CCC1)C(=O)OC(C)(C)C ((R)-tert-butyl 3-(2-methylhydrazinecarbonyl)piperidine-1-carboxylate). Yield: 75.8%. As a reaction SMILES: [C:1]([O:5][C:6]([N:8]1[CH2:13][CH2:12][CH2:11][C@@H:10]([C:14]([OH:16])=O)[CH2:9]1)=[O:7])([CH3:4])([CH3:3])[CH3:2].[CH3:17][NH:18][NH2:19]>C(Cl)Cl>[CH3:17][NH:18][NH:19][C:14]([C@@H:10]1[CH2:11][CH2:12][CH2:13][N:8]([C:6]([O:5][C:1]([CH3:4])([CH3:3])[CH3:2])=[O:7])[CH2:9]1)=[O:16]. Procedure details: Added a solution of N,N-dicyclohexylcarbodiimide (I M in CH2Cl2, 5 ml, 5 mmol) to a solution of (R)-1-(tert-butoxycarbonyl)piperidine-3-carboxylic acid (1 g, 4.36 mmol) and N-methyl hydrazine (0.3 g, 6.51 mmol) in CH2Cl2 (20 ml) then stirred for 1 hour. The precipitated solid was filtered, mother liquors were concentrated and residue purified by chromatography on silica gel eluting with 3% v/v MeOH/CH2Cl2 to yield (R)-tert-butyl 3-(2-methylhydrazinecarbonyl)piperidine-1-carboxylate as a white so...